This data is from the Open Reaction Database (ORD), a public repository of structured organic reaction records. The task is: describe an organic reaction: reactants, conditions, products, and yield Starting materials: CCN(CC)CCOc1ccc(C(C)NC(=O)OC(C)(C)C)cc1, CO, Cl, C1COCCO1. The product is CCN(CC)CCOc1ccc(C(C)N)cc1, Cl. RXN SMILES: [CH2:1]([CH3:2])[N:3]([CH2:4][CH2:5][O:6][c:7]1[cH:8][cH:9][c:10]([CH:13]([CH3:14])[NH:15][C:16](=[O:17])[O:18][C:19]([CH3:20])([CH3:21])[CH3:22])[cH:11][cH:12]1)[CH2:23][CH3:24].[CH3:25][OH:26].[ClH:27].[O:28]1[CH2:29][CH2:30][O:31][CH2:32][CH2:33]1>>[CH2:1]([CH3:2])[N:3]([CH2:4][CH2:5][O:6][c:7]1[cH:8][cH:9][c:10]([CH:13]([CH3:14])[NH2:15])[cH:11][cH:12]1)[CH2:23][CH3:24].[ClH:27].